This data is from the Open Reaction Database (ORD), a public repository of structured organic reaction records. The task is: describe an organic reaction: reactants, conditions, products, and yield The reactants are FC=1C(=C(NCCF)C=CC1F)OC (3,4-difluoro-N-(2-fluoroethyl)-2-methoxyaniline), ice water, C(C)OC=C(C(=O)OCC)C(=O)OCC (diethyl ethoxymethylenemalonate), C(C)(=O)OC(C)=O (acetic anhydride), S(O)(O)(=O)=O (sulfuric acid). The product is FC=1C=C2C(C(=CN(C2=C(C1F)OC)CCF)C(=O)OCC)=O (ethyl 6,7-difluoro-1-(2-fluoroethyl)-8-methoxy-1,4-dihydro-4-oxoquinoline-3-carboxylate). Isolated yield 24.8%. RXN SMILES: [F:1][C:2]1[C:3]([O:13][CH3:14])=[C:4]([CH:9]=[CH:10][C:11]=1[F:12])[NH:5][CH2:6][CH2:7][F:8].C([O:17][CH:18]=[C:19]([C:25](OCC)=O)[C:20]([O:22][CH2:23][CH3:24])=[O:21])C.C(OC(=O)C)(=O)C.S(=O)(=O)(O)O>>[F:12][C:11]1[CH:10]=[C:9]2[C:4](=[C:3]([O:13][CH3:14])[C:2]=1[F:1])[N:5]([CH2:6][CH2:7][F:8])[CH:25]=[C:19]([C:20]([O:22][CH2:23][CH3:24])=[O:21])[C:18]2=[O:17]. Procedure: A mixture of the whole (0.0022 mole) of the 3,4-difluoro-N-(2-fluoroethyl)-2-methoxyaniline prepared as described in step (C3) and 0.57 g (0.0026 mole) of diethyl ethoxymethylenemalonate was heated at 140°-150° C. for 6 hours, after which it was allowed to cool to room temperature. 2 ml of acetic anhydride and 1 ml of concentrated sulfuric acid were added in that order to the mixture, and it was then allowed to stand at room temperature. The reaction mixture was then poured into ice-water to pre... Reactants: O=C1C2=C(SC(=C1)C(=O)O)SC=C2 (4-oxo-4H-thieno[2,3-b]thiopyran-6-carboxylic acid), C(=O)(N1C=NC=C1)N1C=NC=C1 (carbonyldiimidazole). Run in O1CCCC1 (tetrahydrofuran). Yields the product CN(C(=O)C1=CC(C2=C(S1)SC=C2)=O)C (N,N-dimethyl-4-oxo-4H-thieno[2,3-b]thiopyran-6-carboxamide). The yield is 59.7%. As a reaction SMILES: [O:1]=[C:2]1[CH:7]=[C:6]([C:8](O)=[O:9])[S:5][C:4]2[S:11][CH:12]=[CH:13][C:3]1=2.[C:14](N1C=CN=C1)([N:16]1C=CN=[CH:17]1)=O>O1CCCC1>[CH3:14][N:16]([CH3:17])[C:8]([C:6]1[S:5][C:4]2[S:11][CH:12]=[CH:13][C:3]=2[C:2](=[O:1])[CH:7]=1)=[O:9]. Procedure: Under a nitrogen atmosphere, to a stirred solution of 4-oxo-4H-thieno[2,3-b]thiopyran-6-carboxylic acid (10.7 g, 0.05 mol) in tetrahydrofuran (50 ml) was added carbonyldiimidazole (8.9 g., 0.055 mol). The mixture was stirred at ambient temperature for 3/4 hour. Anhydrous dimethylamine was bubbled into the thick suspension at 0° C. until an excess was present. The resulting solution was stirred at 0° C. for 3/4 hour and the solvent was removed in vacuo. The residual oil was diluted with H2O (50 m... Starting materials: COc1cc(C=Cc2ccc(=O)[nH]n2)cc(OC)c1OC, COc1cc(COc2ccc3nc(NC(=O)OCC(O)CO)cn3n2)cc(OC)c1OC, [Na+], [OH-], O=P(Cl)(Cl)Cl. Yields the product COc1cc(C=Cc2ccc(Cl)nn2)cc(OC)c1OC. As a reaction SMILES: [CH3:1][O:2][c:3]1[cH:4][c:5]([CH:6]=[CH:7][c:8]2[cH:9][cH:10][c:11](=[O:14])[nH:12][n:13]2)[cH:15][c:16]([O:20][CH3:21])[c:17]1[O:18][CH3:19].[CH3:22][O:23][c:24]1[cH:25][c:26]([CH2:34][O:35][c:36]2[cH:37][cH:38][c:39]3[n:40]([cH:41][c:42]([NH:43][C:44](=[O:45])[O:46][CH2:47][CH:48]([OH:49])[CH2:50][OH:51])[n:52]3)[n:53]2)[cH:27][c:28]([O:29][CH3:30])[c:31]1[O:32][CH3:33].[Na+:55].[OH-:54].[P:56]([Cl:57])([Cl:58])([Cl:59])=[O:60]>>[CH3:1][O:2][c:3]1[cH:4][c:5]([CH:6]=[CH:7][c:8]2[cH:9][cH:10][c:11]([Cl:58])[n:12][n:13]2)[cH:15][c:16]([O:20][CH3:21])[c:17]1[O:18][CH3:19]. Solvent: O1CCCC1 (tetrahydrofuran), O (water), O (water). Reaction conditions: time 2 hour. Procedure details: A solution of [2-cyclopropyl-8-fluoro-4-methyl-3-(4-pyrazol-1-ylbenzyl)quinolin-5-yloxy]acetic acid methyl ester (0.034 g) in tetrahydrofuran (0.19 mL) and water (0.19 mL) was treated with lithium hydroxide (0.037 g), and the resulting mixture was stirred at room temperature for 2 hours. The mixture was diluted with water, cooled to 0° C. and acidified by the addition of 1.0 M aqueous hydrochloric acid. The resulting precipitate was collected by filtration and dried to afford title compound as a... Reactants: COC(COC1=C2C(=C(C(=NC2=C(C=C1)F)C1CC1)CC1=CC=C(C=C1)N1N=CC=C1)C)=O ([2-cyclopropyl-8-fluoro-4-methyl-3-(4-pyrazol-1-ylbenzyl)quinolin-5-yloxy]acetic acid methyl ester), [OH-].[Li+] (lithium hydroxide), Cl (hydrochloric acid). Isolated yield 66.8%. Reaction SMILES: C[O:2][C:3](=[O:33])[CH2:4][O:5][C:6]1[CH:15]=[CH:14][C:13]([F:16])=[C:12]2[C:7]=1[C:8]([CH3:32])=[C:9]([CH2:20][C:21]1[CH:26]=[CH:25][C:24]([N:27]3[CH:31]=[CH:30][CH:29]=[N:28]3)=[CH:23][CH:22]=1)[C:10]([CH:17]1[CH2:19][CH2:18]1)=[N:11]2.[OH-].[Li+].Cl>O1CCCC1.O>[CH:17]1([C:10]2[C:9]([CH2:20][C:21]3[CH:22]=[CH:23][C:24]([N:27]4[CH:31]=[CH:30][CH:29]=[N:28]4)=[CH:25][CH:26]=3)=[C:8]([CH3:32])[C:7]3[C:12](=[C:13]([F:16])[CH:14]=[CH:15][C:6]=3[O:5][CH2:4][C:3]([OH:33])=[O:2])[N:11]=2)[CH2:19][CH2:18]1 |f:1.2|. Yields the product C1(CC1)C1=NC2=C(C=CC(=C2C(=C1CC1=CC=C(C=C1)N1N=CC=C1)C)OCC(=O)O)F ([2-cyclopropyl-8-fluoro-4-methyl-3-(4-pyrazol-1-ylbenzyl)quinolin-5-yloxy]acetic acid). Reactants: S=C1c2ccccc2NCC2CCCN12, O=C(O)c1ccc(NC(=O)c2ccccc2-c2ccccc2)cc1. The product is O=C(Nc1ccc(C(=O)N2CC3CCCN3C(=S)c3ccccc32)cc1)c1ccccc1-c1ccccc1. RXN SMILES: [CH2:1]1[CH2:2][CH2:3][N:4]2[CH:5]1[CH2:6][NH:7][c:8]1[c:9]([cH:12][cH:13][cH:14][cH:15]1)[C:10]2=[S:11].[c:16]1(-[c:22]2[c:23]([C:24](=[O:25])[NH:26][c:27]3[cH:28][cH:29][c:30]([C:31](=[O:32])[OH:33])[cH:34][cH:35]3)[cH:36][cH:37][cH:38][cH:39]2)[cH:17][cH:18][cH:19][cH:20][cH:21]1>>[CH2:1]1[CH2:2][CH2:3][N:4]2[CH:5]1[CH2:6][N:7]([C:31]([c:30]1[cH:29][cH:28][c:27]([NH:26][C:24]([c:23]3[c:22](-[c:16]4[cH:17][cH:18][cH:19][cH:20][cH:21]4)[cH:39][cH:38][cH:37][cH:36]3)=[O:25])[cH:35][cH:34]1)=[O:32])[c:8]1[c:9]([cH:12][cH:13][cH:14][cH:15]1)[C:10]2=[S:11]. Reactants: CS(=O)(=O)C1=CC=C(OC=2C=C3C=C(NC3=C(C2)OCC2CCOCC2)C(=O)OCC)C=C1 (Ethyl 5-[4-(methylsulfonyl)phenoxy]-7-(tetrahydro-2H-pyran-4-ylmethoxy)-1H-indole-2-carboxylate). Run in O1CCCC1 (tetrahydrofuran), C(C)O (ethanol), [OH-].[Na+] (sodium hydroxide). Reaction conditions: temperature 50 celsius, time 1 hour. Yields the product CS(=O)(=O)C1=CC=C(OC=2C=C3C=C(NC3=C(C2)OCC2CCOCC2)C(=O)O)C=C1 (5-[4-(Methylsulfonyl)phenoxy]-7-(tetrahydro-2H-pyran-4-ylmethoxy)-1H-indole-2-carboxylic acid). Isolated yield 33.4%. Reaction SMILES: [CH3:1][S:2]([C:5]1[CH:33]=[CH:32][C:8]([O:9][C:10]2[CH:11]=[C:12]3[C:16](=[C:17]([O:19][CH2:20][CH:21]4[CH2:26][CH2:25][O:24][CH2:23][CH2:22]4)[CH:18]=2)[NH:15][C:14]([C:27]([O:29]CC)=[O:28])=[CH:13]3)=[CH:7][CH:6]=1)(=[O:4])=[O:3]>O1CCCC1.C(O)C.[OH-].[Na+]>[CH3:1][S:2]([C:5]1[CH:6]=[CH:7][C:8]([O:9][C:10]2[CH:11]=[C:12]3[C:16](=[C:17]([O:19][CH2:20][CH:21]4[CH2:26][CH2:25][O:24][CH2:23][CH2:22]4)[CH:18]=2)[NH:15][C:14]([C:27]([OH:29])=[O:28])=[CH:13]3)=[CH:32][CH:33]=1)(=[O:3])=[O:4] |f:3.4|. Procedure: Ethyl 5-[4-(methylsulfonyl)phenoxy]-7-(tetrahydro-2H-pyran-4-ylmethoxy)-1H-indole-2-carboxylate (3.5 g) was dissolved in a mixed solvent of tetrahydrofuran (30 mL)-ethanol (30 mL), 1M aqueous sodium hydroxide solution (15 mL) was added, and the mixture was stirred at 50° C. for 1 hr. The reaction solution was allowed to cool to room temperature, and concentrated under reduced pressure. Water was added to the residue, and the mixture was neutralized with 1M hydrochloric acid, and subjected to ext... The reactants are O=C([O-])[O-], CCCC(C)=O, CI, CC1CCCC(C(O)=Nc2cc(O)c(Cl)cc2F)=C1C(=O)O, [K+], [K+]. The product is COc1cc(N=C(O)C2=C(C(=O)O)C(C)CCC2)c(F)cc1Cl. RXN SMILES: [C:23](=[O:24])([O-:25])[O-:26].[CH2:31]([C:32]([CH3:33])=[O:34])[CH2:35][CH3:36].[CH3:29][I:30].[Cl:1][c:2]1[cH:3][c:4]([F:22])[c:5]([N:9]=[C:10]([C:11]2=[C:12]([C:13](=[O:14])[OH:15])[CH:16]([CH3:20])[CH2:17][CH2:18][CH2:19]2)[OH:21])[cH:6][c:7]1[OH:8].[K+:27].[K+:28]>>[Cl:1][c:2]1[cH:3][c:4]([F:22])[c:5]([N:9]=[C:10]([C:11]2=[C:12]([C:13](=[O:14])[OH:15])[CH:16]([CH3:20])[CH2:17][CH2:18][CH2:19]2)[OH:21])[cH:6][c:7]1[O:8][CH3:23]. Reactants: C(C)(=O)O (acetic acid), aqueous solution, S(=O)([O-])S(=O)[O-].[Na+].[Na+] (sodium hydrosulfite), C1(C=CC(C=C1)=O)=O (1,4-benzoquinone), COCC(=CC(=O)OC)N (methyl 4-methoxy-3-amino-2-butenoate), [OH-].[Na+] (sodium hydroxide). Solvent: C(C)(=O)OCC (ethyl acetate). The product is OC=1C=C2C(=C(NC2=CC1)COC)C(=O)OC (5-Hydroxy-3-methoxycarbonyl-2-methoxymethyl-1H-indole). Isolated yield 44.6%. Reaction SMILES: [C:1]1(=O)[CH:6]=[CH:5][C:4](=[O:7])[CH:3]=[CH:2]1.C(O)(=O)C.[CH3:13][O:14][CH2:15][C:16]([NH2:22])=[CH:17][C:18]([O:20][CH3:21])=[O:19].S(S([O-])=O)([O-])=O.[Na+].[Na+].[OH-].[Na+]>C(OCC)(=O)C>[OH:7][C:4]1[CH:3]=[C:2]2[C:1](=[CH:6][CH:5]=1)[NH:22][C:16]([CH2:15][O:14][CH3:13])=[C:17]2[C:18]([O:20][CH3:21])=[O:19] |f:3.4.5,6.7|. Reported procedure: 32.4 g (300 mmol) of 1,4-benzoquinone was dissolved in 200 ml of ethyl acetate, 200 ml (350 mmol) of acetic acid was added thereto, followed by dropwise addition of 14.5 g (100 mmol) of methyl 4-methoxy-3-amino-2-butenoate. With stirring, the reaction mixture was heated for 15 hours while keeping the inner temperature at 50° C. To this was then added dropwise 200 ml of an aqueous solution containing 52.2 g (300 mmol) of sodium hydrosulfite. The mixture was further stirred at room temperature for...